Dataset: the Open Reaction Database (ORD), a public repository of structured organic reaction records. Task: describe an organic reaction: reactants, conditions, products, and yield Starting materials: BrCc1ccccc1, C1CCOC1, CCCC[N+](CCCC)(CCCC)CCCC, OCC1CCC(CO)CC1, [H-], [I-], [Na+], O. The product is OCC1CCC(COCc2ccccc2)CC1. RXN SMILES: [Br:13][CH2:14][c:15]1[cH:16][cH:17][cH:18][cH:19][cH:20]1.[CH2:22]1[O:23][CH2:24][CH2:25][CH2:26]1.[CH2:28]([N+:29]([CH2:30][CH2:31][CH2:32][CH3:33])([CH2:34][CH2:35][CH2:36][CH3:37])[CH2:38][CH2:39][CH2:40][CH3:41])[CH2:42][CH2:43][CH3:44].[CH:3]1([CH2:11][OH:12])[CH2:4][CH2:5][CH:6]([CH2:9][OH:10])[CH2:7][CH2:8]1.[H-:2].[I-:27].[Na+:1].[OH2:21]>>[CH:3]1([CH2:11][OH:12])[CH2:4][CH2:5][CH:6]([CH2:9][O:10][CH2:14][c:15]2[cH:16][cH:17][cH:18][cH:19][cH:20]2)[CH2:7][CH2:8]1. Reactants: O1CCOC12CCN(CC2)[C@@H]2[C@H](C[C@@H]1CC[C@H]3[C@@H]4C[C@@H]([C@@H]([C@@]4(C)CC[C@@H]3[C@]1(C2)C)O)N2CCCC2)O (2β-(1,4-Dioxa-8-azaspiro[4.5]dec-8-yl)-16β-(1-pyrrolidinyl)-5α-androstane-3α,17β-diol), C(C=C)Br (allyl bromide). The product is [Br-].O[C@H]1C[C@@H]2CC[C@H]3[C@@H]4C[C@@H]([C@@H]([C@@]4(C)CC[C@@H]3[C@]2(C[C@@H]1N1CCC2(OCCO2)CC1)C)O)[N+]1(CCCC1)CC=C (1-[3α,17β-Dihydroxy-2β-(1,4-dioxa-8-azaspiro[4.5]dec-8-yl)-5α-androstane-16β-yl]-1-(2-propenyl)pyrrolidinium bromide). Yield: 82.0%. Reaction SMILES: [O:1]1[C:5]2([CH2:10][CH2:9][N:8]([C@H:11]3[CH2:28][C@@:27]4([CH3:29])[C@@H:14]([CH2:15][CH2:16][C@@H:17]5[C@@H:26]4[CH2:25][CH2:24][C@@:22]4([CH3:23])[C@H:18]5[CH2:19][C@H:20]([N:31]5[CH2:35][CH2:34][CH2:33][CH2:32]5)[C@@H:21]4[OH:30])[CH2:13][C@@H:12]3[OH:36])[CH2:7][CH2:6]2)[O:4][CH2:3][CH2:2]1.[CH2:37]([Br:40])[CH:38]=[CH2:39]>>[Br-:40].[OH:36][C@@H:12]1[C@@H:11]([N:8]2[CH2:7][CH2:6][C:5]3([O:4][CH2:3][CH2:2][O:1]3)[CH2:10][CH2:9]2)[CH2:28][C@@:27]2([CH3:29])[C@@H:14]([CH2:15][CH2:16][C@@H:17]3[C@@H:26]2[CH2:25][CH2:24][C@@:22]2([CH3:23])[C@H:18]3[CH2:19][C@H:20]([N+:31]3([CH2:39][CH:38]=[CH2:37])[CH2:32][CH2:33][CH2:34][CH2:35]3)[C@@H:21]2[OH:30])[CH2:13]1 |f:2.3|. Reported procedure: 2β-(1,4-Dioxa-8-azaspiro[4.5]dec-8-yl)-16β-(1-pyrrolidinyl)-5α-androstane-3α,17β-diol is reacted with allyl bromide as described in Example 5 to obtain the title compound in a yield of 82%, m.p.: 238°-240° C. Reactants: O=C(O)C1CCC1, [Cl-], C1CCOC1, CC(=O)C=P(c1ccccc1)(c1ccccc1)c1ccccc1, c1ccccc1. Yields the product CC(=O)C=CC1CCC1. RXN SMILES: [CH:2]1([C:6]([OH:7])=[O:8])[CH2:3][CH2:4][CH2:5]1.[Cl-:1].[O:38]1[CH2:39][CH2:40][CH2:41][CH2:42]1.[c:9]1([P:10]([c:11]2[cH:12][cH:13][cH:14][cH:15][cH:16]2)([c:17]2[cH:18][cH:19][cH:20][cH:21][cH:22]2)=[CH:28][C:29]([CH3:30])=[O:31])[cH:23][cH:24][cH:25][cH:26][cH:27]1.[cH:32]1[cH:33][cH:34][cH:35][cH:36][cH:37]1>>[CH:2]1([CH:6]=[CH:28][C:29]([CH3:30])=[O:31])[CH2:3][CH2:4][CH2:5]1. The solvent is O1CCCC1 (tetrahydrofuran), O1CCCC1 (tetrahydrofuran), C(C)OCC (diethyl ether). The product is CC1(C(=C(C=2C=C3C=4C=C5C(=CC4CC3=CC21)C(C=C5C)(C)C)C)C(C5=CC=C(C=C5)C)(C5=CC=C(C=C5)C)C5C=CC=C5)C ((1,1,3,6,8,8-hexamethyl-1H,8H-dicyclopenta[b,h]fluorenyl)(cyclopentadienyl)di-p-tolylmethane). As a reaction SMILES: [CH3:1][C:2]1([CH3:25])[C:17]2[CH:16]=[C:15]3[C:7]([C:8]4[CH:9]=[C:10]5[C:20]([CH3:21])=[CH:19][C:18]([CH3:23])([CH3:22])[C:11]5=[CH:12][C:13]=4[CH2:14]3)=[CH:6][C:5]=2[C:4]([CH3:24])=[CH:3]1.C([Li])CCC.CCCCCC.[C:37]1([CH3:56])[CH:42]=[CH:41][C:40]([C:43]([C:49]2[CH:54]=[CH:53][C:52]([CH3:55])=[CH:51][CH:50]=2)=[C:44]2[CH:48]=[CH:47][CH:46]=[CH:45]2)=[CH:39][CH:38]=1.Cl>O1CCCC1.C(OCC)C>[CH3:1][C:2]1([CH3:25])[C:17]2[CH:16]=[C:15]3[C:7]([C:8]4[CH:9]=[C:10]5[C:20]([CH3:21])=[CH:19][C:18]([CH3:23])([CH3:22])[C:11]5=[CH:12][C:13]=4[CH2:14]3)=[CH:6][C:5]=2[C:4]([CH3:24])=[C:3]1[C:43]([CH:44]1[CH:45]=[CH:46][CH:47]=[CH:48]1)([C:40]1[CH:39]=[CH:38][C:37]([CH3:56])=[CH:42][CH:41]=1)[C:49]1[CH:50]=[CH:51][C:52]([CH3:55])=[CH:53][CH:54]=1 |f:1.2|. Reaction conditions: time 6.5 hour. The yield is 29.6%. The reactants are Cl (hydrochloric acid), CC1(C=C(C=2C=C3C=4C=C5C(=CC4CC3=CC21)C(C=C5C)(C)C)C)C (1,1,3,6,8,8-hexamethyl-1H,8H-dicyclopenta[b,h]fluorene), C(CCC)[Li].CCCCCC (n-butyllithium hexane), C1(=CC=C(C=C1)C(=C1C=CC=C1)C1=CC=C(C=C1)C)C (6,6-di-p-tolylfulvene). Reported procedure: To a 200-ml two-neck flask equipped with a magnetic stirrer, a three-way cock and a 50 ml dropping funnel, 749 mg (2.29 mmol) of 1,1,3,6,8,8-hexamethyl-1H,8H-dicyclopenta[b,h]fluorene and 30 ml of tetrahydrofuran were charged under nitrogen atmosphere. 1.56 ml (2.43 mmol) of 1.56 mol/l n-butyllithium/hexane solution was gradually added thereto, while cooling it in an ice water bath, and the mixture was stirred at room temperature for 6.5 hours. 718 mg (2.78 mmol) of 6,6-di-p-tolylfulvene dissolv... Run at time 1 hour. Reactants: [H-].[Na+] (Sodium hydride), C(C)(=O)OC(CCCNS(=O)(=O)C)CCCCC (N-(4-Acetoxynonyl)methanesulfonamide), BrCC=1C=C(C=CC(=O)OCC)C=CC1 (Ethyl m-bromomethylcinnamate). Procedure: Sodium hydride (0.59 g., 0.025 mole) is suspended in benzene (20 ml.) and dimethylformamide (35 ml.). N-(4-acetoxynonyl)methanesulfonamide [Example 1, Step B] (6.1 g., 0.022 mole) is added and stirred 1 hour at room temperature. Ethyl m-bromomethylcinnamate (6.68 g., 0.025 mole) is added dropwise with stirring over 1 hour. The suspension is stirred at room temperature for 20 hours and then separated between ethyl acetate and water. After being washed with water, the organic layer is dried over a... Solvent: C1=CC=CC=C1 (benzene), CN(C=O)C (dimethylformamide). RXN SMILES: [H-].[Na+].[C:3]([O:6][CH:7]([CH2:16][CH2:17][CH2:18][CH2:19][CH3:20])[CH2:8][CH2:9][CH2:10][NH:11][S:12]([CH3:15])(=[O:14])=[O:13])(=[O:5])[CH3:4].Br[CH2:22][C:23]1[CH:24]=[C:25]([CH:33]=[CH:34][CH:35]=1)[CH:26]=[CH:27][C:28]([O:30][CH2:31][CH3:32])=[O:29]>C1C=CC=CC=1.CN(C)C=O>[C:3]([O:6][CH:7]([CH2:16][CH2:17][CH2:18][CH2:19][CH3:20])[CH2:8][CH2:9][CH2:10][N:11]([CH2:22][C:23]1[CH:24]=[C:25]([CH:33]=[CH:34][CH:35]=1)[CH:26]=[CH:27][C:28]([O:30][CH2:31][CH3:32])=[O:29])[S:12]([CH3:15])(=[O:13])=[O:14])(=[O:5])[CH3:4] |f:0.1|. Yield: 40.0%. The product is C(C)(=O)OC(CCCN(S(=O)(=O)C)CC=1C=C(C=CC(=O)OCC)C=CC1)CCCCC (ethyl m-[N-(4-acetoxynonyl)-methanesulfonamidomethyl]cinnamate).